This data is from the Open Reaction Database (ORD), a public repository of structured organic reaction records. The task is: describe an organic reaction: reactants, conditions, products, and yield The reactants are NC1=CC(=C(C=C1)CC(C(=O)OCC)(F)F)C(F)(F)F (ethyl 3-(4-amino-2-(trifluoromethyl)phenyl)-2,2-difluoropropanoate), C(CC)P1(OP(OP(O1)(=O)CCC)(=O)CCC)=O (T3P), CC(OCC)=O (EA), CC(OCC)=O (EA), C(C)OC=1C=C(C=NC1OCC1=CC=C(C=C1)OC)C1=CC(=C(C=C1)CC(=O)O)F (2-(4-(5-ethoxy-6-((4-methoxybenzyl)oxy)pyridin-3-yl)-2-fluorophenyl)acetic acid). Run in N1=CC=CC=C1 (pyridine). Reaction conditions: temperature 20 celsius, time 1 hour. The product is C(C)OC=1C=C(C=NC1OCC1=CC=C(C=C1)OC)C1=CC(=C(C=C1)CC(=O)NC1=CC(=C(C=C1)CC(C(=O)OCC)(F)F)C(F)(F)F)F (ethyl 3-(4-(2-(4-(5-ethoxy-6-((4-methoxybenzyl)oxy)pyridin-3-yl)-2-fluorophenyl)acetamido)-2-(trifluoromethyl)phenyl)-2,2-difluoropropanoate). The yield is 41.1%. Reaction SMILES: [CH2:1]([O:3][C:4]1[CH:5]=[C:6]([C:20]2[CH:25]=[CH:24][C:23]([CH2:26][C:27](O)=[O:28])=[C:22]([F:30])[CH:21]=2)[CH:7]=[N:8][C:9]=1[O:10][CH2:11][C:12]1[CH:17]=[CH:16][C:15]([O:18][CH3:19])=[CH:14][CH:13]=1)[CH3:2].[NH2:31][C:32]1[CH:37]=[CH:36][C:35]([CH2:38][C:39]([F:46])([F:45])[C:40]([O:42][CH2:43][CH3:44])=[O:41])=[C:34]([C:47]([F:50])([F:49])[F:48])[CH:33]=1.C(P1(=O)OP(CCC)(=O)OP(CCC)(=O)O1)CC.CC(=O)OCC>N1C=CC=CC=1>[CH2:1]([O:3][C:4]1[CH:5]=[C:6]([C:20]2[CH:25]=[CH:24][C:23]([CH2:26][C:27]([NH:31][C:32]3[CH:37]=[CH:36][C:35]([CH2:38][C:39]([F:45])([F:46])[C:40]([O:42][CH2:43][CH3:44])=[O:41])=[C:34]([C:47]([F:48])([F:49])[F:50])[CH:33]=3)=[O:28])=[C:22]([F:30])[CH:21]=2)[CH:7]=[N:8][C:9]=1[O:10][CH2:11][C:12]1[CH:13]=[CH:14][C:15]([O:18][CH3:19])=[CH:16][CH:17]=1)[CH3:2]. Reported procedure: To a mixture of 2-(4-(5-ethoxy-6-((4-methoxybenzyl)oxy)pyridin-3-yl)-2-fluorophenyl)acetic acid (150 mg, 0.365 mmol) in pyridine (2 mL) were added ethyl 3-(4-amino-2-(trifluoromethyl)phenyl)-2,2-difluoropropanoate (108 mg, 0.365 mmol) and T3P® (EA solvate) (464 mg, 0.729 mmol). The mixture was stirred at 20° C. for 1 h. LCMS and TLC (PE/EA=1:1, Rf=0.5) showed the reaction was finished. The mixture was concentrated and then purified by TLC (PE/EA=1:1, Rf=0.5) to give ethyl 3-(4-(2-(4-(5-ethoxy-6-... The reactants are ClC1=NC2=CC(=C(C=C2C=N1)OC)OC (2-chloro-6,7-dimethoxyquinazoline), N1CCNCC1 (piperazine). Solvent: C(CC(C)C)O (isoamyl alcohol). Product: N1(CCNCC1)C1=NC2=CC(=C(C=C2C=N1)OC)OC (2-Piperazino-6,7-dimethoxyquinazoline). Isolated yield 91.0%. Reaction SMILES: Cl[C:2]1[N:11]=[CH:10][C:9]2[C:4](=[CH:5][C:6]([O:14][CH3:15])=[C:7]([O:12][CH3:13])[CH:8]=2)[N:3]=1.[NH:16]1[CH2:21][CH2:20][NH:19][CH2:18][CH2:17]1>C(O)CC(C)C>[N:16]1([C:2]2[N:11]=[CH:10][C:9]3[C:4](=[CH:5][C:6]([O:14][CH3:15])=[C:7]([O:12][CH3:13])[CH:8]=3)[N:3]=2)[CH2:21][CH2:20][NH:19][CH2:18][CH2:17]1. Procedure details: Refluxed for 2 hours in isoamyl alcohol (15 ml) were 0.63 g of 2-chloro-6,7-dimethoxyquinazoline (synthesized by the method described in Japanese Patent Laid-Open No. 36390/1972) and 0.72 g of anhydrous piperazine. Isoamyl alcohol was thereafter distilled off under reduced pressure, followed by extraction with 2N--NaOH and chloroform. The chloroform layer was washed with saturated saline and then dried with anhydrous magnesium sulfate. Chloroform was distilled off under reduced pressure to obtai... Starting materials: CC(C)([O-])C.[K+] (potassium tert-butoxide), O (water), C(C1=CC=CC=C1)N1CCC(CC1)OC1=CC=C(C=C1)[N+](=O)[O-] (1-benzyl-4-(4-nitrophenoxy)piperidine), ClCS(=O)(=O)C1=CC=CC2=CC=CC=C12 (1-chloromethanesulfonyl-naphthalene). Run in C1CCOC1 (THF), C1CCOC1 (THF). Conditions: time 20 minute. Product: C(C1=CC=CC=C1)N1CCC(CC1)OC1=CC(=C(C=C1)[N+](=O)[O-])CS(=O)(=O)C1=CC=CC2=CC=CC=C12 (1-benzyl-4-[3-(naphthalene-1-sulfonylmethyl)-4-nitro-phenoxy]-piperidine). Yield: 47.6%. RXN SMILES: [CH2:1]([N:8]1[CH2:13][CH2:12][CH:11]([O:14][C:15]2[CH:20]=[CH:19][C:18]([N+:21]([O-:23])=[O:22])=[CH:17][CH:16]=2)[CH2:10][CH2:9]1)[C:2]1[CH:7]=[CH:6][CH:5]=[CH:4][CH:3]=1.Cl[CH2:25][S:26]([C:29]1[C:38]2[C:33](=[CH:34][CH:35]=[CH:36][CH:37]=2)[CH:32]=[CH:31][CH:30]=1)(=[O:28])=[O:27].CC(C)([O-])C.[K+].O>C1COCC1>[CH2:1]([N:8]1[CH2:13][CH2:12][CH:11]([O:14][C:15]2[CH:16]=[CH:17][C:18]([N+:21]([O-:23])=[O:22])=[C:19]([CH2:25][S:26]([C:29]3[C:38]4[C:33](=[CH:34][CH:35]=[CH:36][CH:37]=4)[CH:32]=[CH:31][CH:30]=3)(=[O:27])=[O:28])[CH:20]=2)[CH2:10][CH2:9]1)[C:2]1[CH:7]=[CH:6][CH:5]=[CH:4][CH:3]=1 |f:2.3|. Reported procedure: A solution of 1-benzyl-4-(4-nitrophenoxy)piperidine (3.00 g, 9.60 mmol) and 1-chloromethanesulfonyl-naphthalene (2.35 g, 9.76 mmol) in THF was chilled in an ice bath, treated dropwise with 1.0 M potassium tert-butoxide in THF (20 mL, 20 mmol), stirred at ambient temperature for 1 hour, 20 minutes under nitrogen, poured into water and extracted with ethyl acetate. The extracts were combined, washed with brine, dried over anhydrous magnesium sulfate and concentrated in vacuo. The resultant residue...